From a dataset of the Open Reaction Database (ORD), a public repository of structured organic reaction records. describe an organic reaction: reactants, conditions, products, and yield Starting materials: NC=1C=CC(=C(C1)O)OC (5-amino-2-methoxyphenol), OC=C1C(NC2=CC(=CC=C12)C(=O)C=1C=C(C=CC1)NC(=O)C=1SC(=CC1)C(C)=O)=O (5-Acetyl-thiophene-2-carboxylic acid [3-(3-hydroxymethylene-2-oxo-2,3-dihydro-1H-indole-6-carbonyl)-phenyl]-amide). Run in C1CCOC1 (THF), Hexanes. Reaction conditions: temperature 65 celsius, time 24 hour. Product: OC=1C=C(C=CC1OC)NC=C1C(NC2=CC(=CC=C12)C(=O)C=1C=C(C=CC1)NC(=O)C=1SC(=CC1)C(C)=O)=O (5-Acetyl-thiophene-2-carboxylic acid (3-{3-[(3-hydroxy-4-methoxy-phenylamino)-methylene]-2-oxo-2,3-dihydro-1H-indole-6-carbonyl}-phenyl)-amide). Isolated yield 58.9%. As a reaction SMILES: O[CH:2]=[C:3]1[C:11]2[C:6](=[CH:7][C:8]([C:12]([C:14]3[CH:15]=[C:16]([NH:20][C:21]([C:23]4[S:24][C:25]([C:28](=[O:30])[CH3:29])=[CH:26][CH:27]=4)=[O:22])[CH:17]=[CH:18][CH:19]=3)=[O:13])=[CH:9][CH:10]=2)[NH:5][C:4]1=[O:31].[NH2:32][C:33]1[CH:34]=[CH:35][C:36]([O:40][CH3:41])=[C:37]([OH:39])[CH:38]=1>C1COCC1>[OH:39][C:37]1[CH:38]=[C:33]([NH:32][CH:2]=[C:3]2[C:11]3[C:6](=[CH:7][C:8]([C:12]([C:14]4[CH:15]=[C:16]([NH:20][C:21]([C:23]5[S:24][C:25]([C:28](=[O:30])[CH3:29])=[CH:26][CH:27]=5)=[O:22])[CH:17]=[CH:18][CH:19]=4)=[O:13])=[CH:9][CH:10]=3)[NH:5][C:4]2=[O:31])[CH:34]=[CH:35][C:36]=1[O:40][CH3:41]. Procedure details: A small screw cap test tube was charged with 5-Acetyl-thiophene-2-carboxylic acid [3-(3-hydroxymethylene-2-oxo-2,3-dihydro-1H-indole-6-carbonyl)-phenyl]-amide (prepared below, 100 mg, 0.231 mmol) and THF (2 mL). To the resulting solution was added 5-amino-2-methoxyphenol (35.39 mg, 0.254 mmol), and the mixture was stirred for 24 h at 65° C. Subsequently, the reaction mixture was cooled to room temperature. Hexanes were added to the reaction mixture. The solid precipitate that formed was washed w...